Dataset: the Open Reaction Database (ORD), a public repository of structured organic reaction records. Task: describe an organic reaction: reactants, conditions, products, and yield Reactants: C(C)(C)(C)OC(=O)NCC(=O)OCC(C)(C)NC(C1=C(C=C(C=C1)C1=NOC(=N1)C(CC)OC1=CC=C(C=C1)C1=NOC(=N1)C(C)C)F)=O (2-{[2-fluoro-4-(5-{1-[4-(5-isopropyl-1,2,4-oxadiazol-3-yl)phenoxy]propyl}-1,2,4-oxadiazol-3-yl)benzoyl]amino}-2-methylpropyl N-(tert-butoxycarbonyl)glycinate), FC1=C(C(=O)N[C@@H](CO)C)C=CC(=C1)C1=NOC(=N1)C(CC)OC1=CC=C(C=C1)C1=NOC(=N1)C(C)C (2-fluoro-N-[(1R)-2-hydroxy-1-methylethyl]-4-(5-{1-[4-(5-isopropyl-1,2,4-oxadiazol-3-yl)phenoxy]propyl}-1,2,4-oxadiazol-3-yl)benzamide). Product: C(C)(C)(C)OC(=O)NCC(=O)OC[C@H](C)NC(C1=C(C=C(C=C1)C=1N=C(OC1)C(CC)OC1=CC=C(C=C1)C1=NOC(=N1)C(C)C)F)=O ((2S)-2-{[2-fluoro-4-(2-{1-[4-(5-isopropyl-1,2,4-oxadiazol-3-yl)phenoxy]propyl}-1,3-oxazol-4-yl)benzoyl]amino}propyl N-(tert-butoxycarbonyl)glycinate). As a reaction SMILES: [C:1]([O:5][C:6]([NH:8][CH2:9][C:10]([O:12][CH2:13][C:14]([NH:17][C:18](=[O:49])[C:19]1[CH:24]=[CH:23][C:22]([C:25]2[N:29]=[C:28]([CH:30]([O:33][C:34]3[CH:39]=[CH:38][C:37]([C:40]4[N:44]=[C:43]([CH:45]([CH3:47])[CH3:46])[O:42][N:41]=4)=[CH:36][CH:35]=3)[CH2:31][CH3:32])[O:27]N=2)=[CH:21][C:20]=1[F:48])(C)[CH3:15])=[O:11])=[O:7])([CH3:4])([CH3:3])[CH3:2].F[C:51]1C=C(C2N=C(C(OC3C=CC(C4N=C(C(C)C)ON=4)=CC=3)CC)ON=2)C=CC=1C(N[C@H](C)CO)=O>>[C:1]([O:5][C:6]([NH:8][CH2:9][C:10]([O:12][CH2:13][C@@H:14]([NH:17][C:18](=[O:49])[C:19]1[CH:24]=[CH:23][C:22]([C:25]2[N:29]=[C:28]([CH:30]([O:33][C:34]3[CH:35]=[CH:36][C:37]([C:40]4[N:44]=[C:43]([CH:45]([CH3:46])[CH3:47])[O:42][N:41]=4)=[CH:38][CH:39]=3)[CH2:31][CH3:32])[O:27][CH:51]=2)=[CH:21][C:20]=1[F:48])[CH3:15])=[O:11])=[O:7])([CH3:2])([CH3:3])[CH3:4]. Procedure: The synthesis was carried out in the same manner as in Reference Example 14, except that the compound obtained in Example 18 that will be described below (20.0 mg, 39.3 μmol) was used in place of 2-fluoro-N-[(1R)-2-hydroxy-1-methylethyl]-4-(5-{1-[4-(5-isopropyl-1,2,4-oxadiazol-3-yl)phenoxy]propyl}-1,2,4-oxadiazol-3-yl)benzamide. Thus, the title compound (26 mg) was obtained. Reactants: NC1=NC2=CC=CC=C2C(=N1)Cl (2-Amino-4-chloroquinazoline), NC=1C(=CC=CC1)C (o-toluidine). The solvent is C(C)O (ethanol). Product: NC1=NC2=CC=CC=C2C(=N1)NC1=C(C=CC=C1)C (2-amino-4-(2-methylphenylamino)-quinazoline). Isolated yield 61.0%. Reaction SMILES: [NH2:1][C:2]1[N:11]=[C:10](Cl)[C:9]2[C:4](=[CH:5][CH:6]=[CH:7][CH:8]=2)[N:3]=1.[NH2:13][C:14]1[C:15]([CH3:20])=[CH:16][CH:17]=[CH:18][CH:19]=1>C(O)C>[NH2:1][C:2]1[N:11]=[C:10]([NH:13][C:14]2[CH:19]=[CH:18][CH:17]=[CH:16][C:15]=2[CH3:20])[C:9]2[C:4](=[CH:5][CH:6]=[CH:7][CH:8]=2)[N:3]=1. Procedure: 2-Amino-4-chloroquinazoline (0.64 g, 0.0036 mol) was heated to 170° in o-toluidine (1 ml, 0.008 mol) for 1 hour. The reaction mixture was dissolved in ethanol, stripped and partitioned between chloroform and NaOH solution (pH 9). The organic solution was dried, filtered and excess solvent removed to give an oil which afforded crystals of 2-amino-4-(2-methylphenylamino)-quinazoline (0.55 g, 62%) m.p. 273°-275° (from ethanol). Reactants: B, CCOC(=O)C(CC(=O)O)=C(c1cccc(OC)c1)c1cccc(OC)c1, C1CCOC1. Yields the product CCOC(=O)C(CCO)=C(c1cccc(OC)c1)c1cccc(OC)c1. Reaction SMILES: [BH3:28].[C:1](=[O:2])([O:3][CH2:4][CH3:5])[C:6]([CH2:7][C:8](=[O:9])[OH:10])=[C:11]([c:12]1[cH:13][c:14]([O:18][CH3:19])[cH:15][cH:16][cH:17]1)[c:20]1[cH:21][c:22]([O:26][CH3:27])[cH:23][cH:24][cH:25]1.[O:29]1[CH2:30][CH2:31][CH2:32][CH2:33]1>>[C:1](=[O:2])([O:3][CH2:4][CH3:5])[C:6]([CH2:7][CH2:8][OH:9])=[C:11]([c:12]1[cH:13][c:14]([O:18][CH3:19])[cH:15][cH:16][cH:17]1)[c:20]1[cH:21][c:22]([O:26][CH3:27])[cH:23][cH:24][cH:25]1.